From a dataset of the Open Reaction Database (ORD), a public repository of structured organic reaction records. describe an organic reaction: reactants, conditions, products, and yield The reactants are N#Cc1ccc(C(=O)CI)cc1, CCO, Nc1ccc(I)cc1. Product: N#Cc1ccc(C(=O)CNc2ccc(I)cc2)cc1. Reaction SMILES: [C:1](#[N:2])[c:3]1[cH:4][cH:5][c:6]([C:7]([CH2:8][I:9])=[O:10])[cH:11][cH:12]1.[CH3:21][CH2:22][OH:23].[I:13][c:14]1[cH:15][cH:16][c:17]([NH2:18])[cH:19][cH:20]1>>[C:1](#[N:2])[c:3]1[cH:4][cH:5][c:6]([C:7]([CH2:8][NH:18][c:17]2[cH:16][cH:15][c:14]([I:13])[cH:20][cH:19]2)=[O:10])[cH:11][cH:12]1. Reactants: C(C)(C)(C)OC(=O)N[C@H](C(=O)NCC(=O)N1CCN(CC1)C1=CC=C(C=C1)Cl)CC1=NC=CC=C1 ((2S)-2-(tert-butoxycarbonylamino)-N-[2-[4-(4-chlorophenyl)-1-piperazinyl]-2-oxoethyl]-3-(2-pyridyl)-propanamide), Cl (hydrogen chloride). Run in CO (methanol), C(C)(=O)OCC (ethyl acetate), C(C)(=O)OCC (ethyl acetate). Reaction conditions: temperature 0 celsius, time 30 minute. Yields the product crude product, N[C@H](C(=O)NCC(=O)N1CCN(CC1)C1=CC=C(C=C1)Cl)CC1=NC=CC=C1 ((2S)-2-Amino-N-[2-[4-(4-chlorophenyl)-1-piperazinyl]-2-oxoethyl]-3-(2-pyridyl)propanamide). Yield: 80.3%. Reaction SMILES: C(OC([NH:8][C@@H:9]([CH2:29][C:30]1[CH:35]=[CH:34][CH:33]=[CH:32][N:31]=1)[C:10]([NH:12][CH2:13][C:14]([N:16]1[CH2:21][CH2:20][N:19]([C:22]2[CH:27]=[CH:26][C:25]([Cl:28])=[CH:24][CH:23]=2)[CH2:18][CH2:17]1)=[O:15])=[O:11])=O)(C)(C)C.Cl>CO.C(OCC)(=O)C>[NH2:8][C@@H:9]([CH2:29][C:30]1[CH:35]=[CH:34][CH:33]=[CH:32][N:31]=1)[C:10]([NH:12][CH2:13][C:14]([N:16]1[CH2:17][CH2:18][N:19]([C:22]2[CH:27]=[CH:26][C:25]([Cl:28])=[CH:24][CH:23]=2)[CH2:20][CH2:21]1)=[O:15])=[O:11]. Procedure details: To a solution of (2S)-2-(tert-butoxycarbonylamino)-N-[2-[4-(4-chlorophenyl)-1-piperazinyl]-2-oxoethyl]-3-(2-pyridyl)-propanamide (42 g) in methanol (84 ml) was added 4N hydrogen chloride in ethyl acetate (209 ml) at 0° C. and the mixture was stirred at 0° C. for 30 minutes. The reaction mixture was allowed to warm to room temperature, stirred for 2 hours and diluted with ethyl acetate. The resulting solid was collected by filtration and washed with ethyl acetate. The solid was poured into aqueou... Reactants: N(N)C1=CC=C2CCC(C2=C1)=O (6-hydrazinoindan-1-one), CC(C(CC#N)=O)(C)C (4,4-dimethyl-3-oxo-pentanenitrile), Cl (HCl). Run in CCO (EtOH). Yields the product NC1=CC(=NN1C1=CC=C2CCC(C2=C1)=O)C(C)(C)C (6-(5-amino-3-t-butylpyrazol-1-yl)indan-1-one). Isolated yield 28.6%. As a reaction SMILES: [NH:1]([C:3]1[CH:11]=[C:10]2[C:6]([CH2:7][CH2:8][C:9]2=[O:12])=[CH:5][CH:4]=1)[NH2:2].[CH3:13][C:14]([CH3:21])([CH3:20])[C:15](=O)[CH2:16][C:17]#[N:18].Cl>CCO>[NH2:18][C:17]1[N:1]([C:3]2[CH:11]=[C:10]3[C:6]([CH2:7][CH2:8][C:9]3=[O:12])=[CH:5][CH:4]=2)[N:2]=[C:15]([C:14]([CH3:21])([CH3:20])[CH3:13])[CH:16]=1. Reported procedure: To a solution of the 6-hydrazinoindan-1-one (2.1 g, 14.3 mmol) and 4,4-dimethyl-3-oxo-pentanenitrile (2.15 g, 1.2 eq) in EtOH (50 mL) was added conc. HCl (5 mL). The resulting mixture was heated at reflux overnight. After removal of the solvent, the residue was washed with ether to afford 6-(5-amino-3-t-butylpyrazol-1-yl)indan-1-one (1.1 g, 38.5% yield), which was put to the next reaction without further purification. MS (ESI) m/z: 270 (M+H+). Starting materials: O (water), O=C1NC=2N(CC1)N=CC2 (5-oxo-4,5,6,7-tetrahydropyrazolo[1,5-a]pyrimidine), [F-].[Na+] (sodium fluoride), [H-].[Al+3].[Li+].[H-].[H-].[H-] (lithium aluminum hydride). Run in O1CCCC1 (tetrahydrofuran). Conditions: time 30 minute. The product is N1=CC=C2N1CCCN2 (4,5,6,7-tetrahydropyrazolo[1,5-a]pyrimidine). Yield: 57.2%. RXN SMILES: O=[C:2]1[CH2:7][CH2:6][N:5]2[N:8]=[CH:9][CH:10]=[C:4]2[NH:3]1.[H-].[Al+3].[Li+].[H-].[H-].[H-].[F-].[Na+].O>O1CCCC1>[N:8]1[N:5]2[CH2:6][CH2:7][CH2:2][NH:3][C:4]2=[CH:10][CH:9]=1 |f:1.2.3.4.5.6,7.8|. Procedure details: To a suspension of 5-oxo-4,5,6,7-tetrahydropyrazolo[1,5-a]pyrimidine (0.5 g) in tetrahydrofuran (10 ml) was added lithium aluminum hydride (0.277 g) at room temperature. The mixture was stirred at ambient temperature for 30 minutes. To the mixture was added sodium fluoride (1.22 g), and then water (0.394 g) was added dropwise thereto under ice-cooling. The mixture was stirred at 0°-5° C. for 30 minutes and filtered. The filtrate was evaporated to give 4,5,6,7-tetrahydropyrazolo[1,5-a]pyrimidine ... Reaction conditions: temperature 95 celsius, time 3 hour. The solvent is O (water). Reaction SMILES: NN1CCCC1.S(=O)(=O)(O)O.O=[C:13]([CH3:29])[CH2:14][C:15]([NH:17][C:18]1[CH:23]=[CH:22][C:21]([O:24][C:25]([F:28])([F:27])[F:26])=[CH:20][CH:19]=1)=[O:16]>O>[CH3:29][C:13]1[C:23]2[C:18](=[CH:19][CH:20]=[C:21]([O:24][C:25]([F:28])([F:27])[F:26])[CH:22]=2)[NH:17][C:15](=[O:16])[CH:14]=1. Yield: 30.9%. Procedure details: 4-(Trifluoromethoxy)aniline (10 mL) was added dropwise to ethyl acetoacetate (44 mL) at 160° C., and the mixture was stirred at the same temperature for 1 h. The mixture was left stand for cooling to room temperature and crystallized with hexane to obtain 3-oxo-N-(4-(trifluoromethoxy)phenyl)butane amide (6.5 g). (2) To concentrated sulfuric acid (32.5 mL) was added 3-oxo-N-(4-(trifluoromethoxy)phenyl)butane amide (6.5 g), and the mixture was stirred at 95° C. for 3 h. The reaction solution was a... Product: CC1=CC(NC2=CC=C(C=C12)OC(F)(F)F)=O (4-methyl-6-(trifluoromethoxy)quinoline-2(1H)-one). The reactants are NN1CCCC1 (aminopyrrolidine), S(O)(O)(=O)=O (sulfuric acid), O=C(CC(=O)NC1=CC=C(C=C1)OC(F)(F)F)C (3-oxo-N-(4-(trifluoromethoxy)phenyl)butane amide). Reactants: [H-].[Na+] (sodium hydride), C1(=CC=CC=C1)C=1NC2=CC=CC=C2C1 (2-phenylindole), ClCC1=CC=C(CN(C2=CC=C(C=C2)CCC(=O)OC)S(=O)(=O)C2=C(C=CC=C2)[N+](=O)[O-])C=C1 (methyl 3-(4-{[4-(chloromethyl)benzyl][(2-nitrophenyl)sulfonyl]amino}phenyl)propanoate), [N+](=O)([O-])C1=C(C=CC=C1)S(=O)(=O)N(C1=CC=C(C=C1)CCC(=O)OC)CC1=CC=C(C=C1)CN1C(=CC2=CC=CC=C12)C1=CC=CC=C1 (methyl 3-[4-([(2-nitrophenyl)sulfonyl]{4-[(2-phenyl-1H-indol-1-yl)methyl]benzyl}amino)phenyl]propanoate), C(CC(O)(C(=O)O)CC(=O)O)(=O)O (citric acid). Solvent: CN(C=O)C (N,N-dimethylformamide), CN(C=O)C (N,N-dimethylformamide), O (Water). Run at time 1 hour. Yields the product mixture, [N+](=O)([O-])C1=C(C=CC=C1)S(=O)(=O)N(C1=CC=C(C=C1)CCC(=O)OC)CC1=CC=C(C=C1)CC1=C(NC2=CC=CC=C12)C1=CC=CC=C1 (methyl 3-[4-([(2-nitrophenyl)sulfonyl]{4-[(2-phenyl-1H-indol-3-yl)methyl]benzyl}amino)phenyl]propanoate). Isolated yield 32.0%. As a reaction SMILES: [H-].[Na+].[C:3]1([C:9]2[NH:10][C:11]3[C:16]([CH:17]=2)=[CH:15][CH:14]=[CH:13][CH:12]=3)[CH:8]=[CH:7][CH:6]=[CH:5][CH:4]=1.Cl[CH2:19][C:20]1[CH:51]=[CH:50][C:23]([CH2:24][N:25]([S:38]([C:41]2[CH:46]=[CH:45][CH:44]=[CH:43][C:42]=2[N+:47]([O-:49])=[O:48])(=[O:40])=[O:39])[C:26]2[CH:31]=[CH:30][C:29]([CH2:32][CH2:33][C:34]([O:36][CH3:37])=[O:35])=[CH:28][CH:27]=2)=[CH:22][CH:21]=1.C(O)(=O)CC(CC(O)=O)(C(O)=O)O.[N+](C1C=CC=CC=1S(N(CC1C=CC(CN2C3C(=CC=CC=3)C=C2C2C=CC=CC=2)=CC=1)C1C=CC(CCC(OC)=O)=CC=1)(=O)=O)([O-])=O>CN(C)C=O.O>[N+:47]([C:42]1[CH:43]=[CH:44][CH:45]=[CH:46][C:41]=1[S:38]([N:25]([CH2:24][C:23]1[CH:22]=[CH:21][C:20]([CH2:19][C:17]2[C:16]3[C:11](=[CH:12][CH:13]=[CH:14][CH:15]=3)[NH:10][C:9]=2[C:3]2[CH:8]=[CH:7][CH:6]=[CH:5][CH:4]=2)=[CH:51][CH:50]=1)[C:26]1[CH:31]=[CH:30][C:29]([CH2:32][CH2:33][C:34]([O:36][CH3:37])=[O:35])=[CH:28][CH:27]=1)(=[O:40])=[O:39])([O-:49])=[O:48] |f:0.1|. Procedure: Under ice-cooling, sodium hydride (60% in oil, 0.436 g, 10.9 mmol) was added to a solution of 2-phenylindole (2.11 g, 10.9 mmol) in N,N-dimethylformamide (5 mL) by small portions, and the mixture was stirred under a nitrogen atmosphere at the same temperature for 1 hr. To the reaction mixture was added dropwise a solution of methyl 3-(4-{[4-(chloromethyl)benzyl][(2-nitrophenyl)sulfonyl]amino}phenyl)propanoate (3.65 g, 7.26 mmol) in N,N-dimethylformamide (5 mL), and the mixture was allowed to war... Starting materials: ClC1=CC=C(C=C1)C(C(=O)OCC)C=O (ethyl p-chlorophenyl-(α-formyl)acetate), NC(=O)OCC (urethane), S(O)(O)(=O)=O (sulfuric acid). The solvent is C1(=CC=CC=C1)C (toluene). The product is ClC1=CC=C(C=C1)C(C(=O)OCC)=CNC(=O)OCC (ethyl p-chlorophenyl-(α-ethoxycarbonylaminomethylene)acetate). The yield is 73.4%. Reaction SMILES: [Cl:1][C:2]1[CH:7]=[CH:6][C:5]([CH:8]([CH:14]=O)[C:9]([O:11][CH2:12][CH3:13])=[O:10])=[CH:4][CH:3]=1.[NH2:16][C:17]([O:19][CH2:20][CH3:21])=[O:18].S(=O)(=O)(O)O>C1(C)C=CC=CC=1>[Cl:1][C:2]1[CH:3]=[CH:4][C:5]([C:8](=[CH:14][NH:16][C:17]([O:19][CH2:20][CH3:21])=[O:18])[C:9]([O:11][CH2:12][CH3:13])=[O:10])=[CH:6][CH:7]=1. Reported procedure: Then, 14.2 g of ethyl p-chlorophenyl-(α-formyl)acetate and 6.5 g of urethane were added to 50 ml of toluene containing 0.3 ml of concentrated sulfuric acid, and the mixture was heated at reflux while distilling out water which was formed during the reaction until no further water was distilled out. Thereafter, the solvent was distilled off, and the residue was extracted with diethyl ether while hot. The solvent was distilled off from the extract to obtain 13.7 g of ethyl p-chlorophenyl-(α-ethoxy...